Dataset: the Open Reaction Database (ORD), a public repository of structured organic reaction records. Task: describe an organic reaction: reactants, conditions, products, and yield Reactants: O=C(NCCS(=O)(=O)Cl)OCc1ccccc1, CC#N, [NH4+], [OH-]. Yields the product NS(=O)(=O)CCNC(=O)OCc1ccccc1. As a reaction SMILES: [CH2:1]([c:2]1[cH:3][cH:4][cH:5][cH:6][cH:7]1)[O:8][C:9](=[O:10])[NH:11][CH2:12][CH2:13][S:14](=[O:15])(=[O:16])[Cl:17].[CH3:20][C:21]#[N:22].[NH4+:19].[OH-:18]>>[CH2:1]([c:2]1[cH:3][cH:4][cH:5][cH:6][cH:7]1)[O:8][C:9](=[O:10])[NH:11][CH2:12][CH2:13][S:14](=[O:15])(=[O:16])[NH2:19].